This data is from the Open Reaction Database (ORD), a public repository of structured organic reaction records. The task is: describe an organic reaction: reactants, conditions, products, and yield Run in O (water). Product: ClC1=CC=CC2=C1C(N1[C@H](C=3N2C=NC3C(=O)OC3=C(C=CC=C3)OC)CCC1)=O (o-methoxyphenyl (S)-8-chloro-11,12,13,13a-tetrahydro-9-oxo-9H-imidazo[1,5-a]pyrrolo[2,1-c][1,4]benzodiazepine-1-carboxylate). Run at time 23 hour. Starting materials: ClC1=CC=CC2=C1C(N1[C@H](C=3N2C=NC3C(=O)N3C=NC=C3)CCC1)=O (1-[[(S)-8-chloro-11,12,13,13a-tetrahydro-9-oxo-9H-imidazo[1,5-a]pyrrolo[2,1-c][1,4]benzodiazepin-1-yl]carbonyl]imidazole), C([O-])([O-])=O.[K+].[K+] (potassium carbonate), C=1(C(O)=CC=CC1)OC (guaiacol), CN(C=O)C (dimethylformamide). Procedure details: A mixture of 3.0 g (8.2 mmol) of 1-[[(S)-8-chloro-11,12,13,13a-tetrahydro-9-oxo-9H-imidazo[1,5-a]pyrrolo[2,1-c][1,4]benzodiazepin-1-yl]carbonyl]imidazole, 1.59 g (11.4 mmol) of powdered potassium carbonate, 1.48 g (11.5 mmol) of guaiacol and 20 ml of dry dimethylformamide is stirred at room temperature for 23 hours, then poured into 60 ml of water and extracted three times with methylene chloride. The organic extracts are washed twice with saturated sodium chloride solution, dried over magnesium... RXN SMILES: [Cl:1][C:2]1[C:7]2[C:8](=[O:26])[N:9]3[CH2:25][CH2:24][CH2:23][C@H:10]3[C:11]3[N:12]([CH:13]=[N:14][C:15]=3[C:16](N3C=CN=C3)=[O:17])[C:6]=2[CH:5]=[CH:4][CH:3]=1.C(=O)([O-])[O-].[K+].[K+].[C:33]1([O:40][CH3:41])[C:34](=[CH:36][CH:37]=[CH:38][CH:39]=1)[OH:35].CN(C)C=O>O>[Cl:1][C:2]1[C:7]2[C:8](=[O:26])[N:9]3[CH2:25][CH2:24][CH2:23][C@H:10]3[C:11]3[N:12]([CH:13]=[N:14][C:15]=3[C:16]([O:35][C:34]3[CH:36]=[CH:37][CH:38]=[CH:39][C:33]=3[O:40][CH3:41])=[O:17])[C:6]=2[CH:5]=[CH:4][CH:3]=1 |f:1.2.3|. The reactants are N12CC3C(C(CC(C1)C3)C2)C(=O)Cl (1-Azaadamantane-4-carbonyl chloride), N[C@@H]1CN(CC1)CCC1=CC=CC=C1 ((S)-3-amino-1-(2-phenylethyl)pyrrolidine). Product: C1(=CC=CC=C1)CCN1CC(CC1)NC(=O)C1[C@H]2CN3CC(CC1C3)C2 ((S)-N-(1-(2-phenylethyl)pyrrolidin-3-yl)-1-azaadamantane-4-carboxamide). RXN SMILES: [N:1]12[CH2:10][CH:5]3[CH2:6][CH:7]([CH2:9][CH:3]([CH:4]3[C:11](Cl)=[O:12])[CH2:2]1)[CH2:8]2.[NH2:14][C@H:15]1[CH2:19][CH2:18][N:17]([CH2:20][CH2:21][C:22]2[CH:27]=[CH:26][CH:25]=[CH:24][CH:23]=2)[CH2:16]1>>[C:22]1([CH2:21][CH2:20][N:17]2[CH2:18][CH2:19][CH:15]([NH:14][C:11]([CH:4]3[CH:5]4[CH2:10][N:1]5[CH2:8][CH:7]([CH2:9][C@@H:3]3[CH2:2]5)[CH2:6]4)=[O:12])[CH2:16]2)[CH:23]=[CH:24][CH:25]=[CH:26][CH:27]=1. Reported procedure: 1-Azaadamantane-4-carbonyl chloride and (S)-3-amino-1-(2-phenylethyl)pyrrolidine were reacted under the same conditions as in Example 53 to give (S)-N-(1-(2-phenylethyl)pyrrolidin-3-yl)-1-azaadamantane-4-carboxamide. The reactants are [OH-].[NH4+] (ammonium hydroxide), NC1=NC(=C(C(=N1)N)CCCC(C)C1=CC=C(C=C1)OC)C (2,4-diamino-5-[4-(4-methoxyphenyl)pentyl]-6-methylpyrimidine), B(Br)(Br)Br (boron tribromide), ice, ice. Solvent: C(Cl)Cl (methylene chloride). Conditions: temperature 0 celsius, time 18 hour. Product: NC1=NC(=C(C(=N1)N)CCCC(C)C1=CC=C(C=C1)O)C (2,4-diamino-5-[4-(4-hydroxyphenyl)pentyl]-6-methylpyrimidine). The yield is 100.7%. As a reaction SMILES: [NH2:1][C:2]1[N:7]=[C:6]([NH2:8])[C:5]([CH2:9][CH2:10][CH2:11][CH:12]([C:14]2[CH:19]=[CH:18][C:17]([O:20]C)=[CH:16][CH:15]=2)[CH3:13])=[C:4]([CH3:22])[N:3]=1.B(Br)(Br)Br.[OH-].[NH4+]>C(Cl)Cl>[NH2:1][C:2]1[N:7]=[C:6]([NH2:8])[C:5]([CH2:9][CH2:10][CH2:11][CH:12]([C:14]2[CH:15]=[CH:16][C:17]([OH:20])=[CH:18][CH:19]=2)[CH3:13])=[C:4]([CH3:22])[N:3]=1 |f:2.3|. Procedure: A stirred mixture of 5.2 grams (0.017 mole) of 2,4-diamino-5-[4-(4-methoxyphenyl)pentyl]-6-methylpyrimidine in 200 mL of methylene chloride was cooled to about 0° C., and 52 mL (0.052 mole) of boron tribromide (1M in methylene chloride) was added dropwise during a 20 minute period while maintaining the reaction mixture temperature between -5° C. and +5° C. Upon completion of addition, the reaction was allowed to warm to ambient temperature as it stirred for about 18 hours. After this time the re... Reactants: O[C@@H](COC1=C(C=C2C(NC=NC2=C1)=O)OC)CN1CCCC1 ((2R)-7-(2-hydroxy-3-(pyrrolidin-1-yl)propoxy)-6-methoxy-3,4-dihydroquinazolin-4-one), C(C)(=O)OC(C)=O (acetic anhydride), O (Water). Run at time 1 hour. Yields the product C(C)(=O)O[C@@H](COC1=C(C=C2C(NC=NC2=C1)=O)OC)CN1CCCC1 ((2R)-7-(2-acetoxy-3-(pyrrolidin-1-yl)propoxy)-6-methoxy-3,4-dihydroquinazolin-4-one). Isolated yield 65.6%. RXN SMILES: [OH:1][C@H:2]([CH2:18][N:19]1[CH2:23][CH2:22][CH2:21][CH2:20]1)[CH2:3][O:4][C:5]1[CH:14]=[C:13]2[C:8]([C:9](=[O:15])[NH:10][CH:11]=[N:12]2)=[CH:7][C:6]=1[O:16][CH3:17].[C:24](OC(=O)C)(=[O:26])[CH3:25].O>>[C:24]([O:1][C@H:2]([CH2:18][N:19]1[CH2:23][CH2:22][CH2:21][CH2:20]1)[CH2:3][O:4][C:5]1[CH:14]=[C:13]2[C:8]([C:9](=[O:15])[NH:10][CH:11]=[N:12]2)=[CH:7][C:6]=1[O:16][CH3:17])(=[O:26])[CH3:25]. Procedure details: A mixture of (2R)-7-(2-hydroxy-3-(pyrrolidin-1-yl)propoxy)-6-methoxy-3,4-dihydroquinazolin-4-one (803 mg, 2.51 mmol) in acetic anhydride (1.2 ml, 12.5 mmol) was stirred at ambient temperature for 1 hour. Water (360 μl, 20 mmol) was added and stirring was continued for 90 minutes. The mixture was partitioned between aqueous sodium hydrogen carbonate and methylene chloride. The organic layer was separated, washed with brine, dried (MgSO4) and evaporated. The residue was triturated with ether, filt... The reactants are CC(C)(C)OC(=O)NC(Cc1ccccc1)C1CO1, CCNC(=O)C1CCCN1. Yields the product CCNC(=O)C1CCCN1CC(O)C(Cc1ccccc1)NC(=O)OC(C)(C)C. RXN SMILES: [C:1]([CH3:2])([CH3:3])([CH3:4])[O:5][C:6]([NH:7][CH:8]([CH2:9][c:10]1[cH:11][cH:12][cH:13][cH:14][cH:15]1)[CH:16]1[O:17][CH2:18]1)=[O:19].[CH2:20]([CH3:21])[NH:22][C:23]([CH:24]1[NH:25][CH2:26][CH2:27][CH2:28]1)=[O:29]>>[C:1]([CH3:2])([CH3:3])([CH3:4])[O:5][C:6]([NH:7][CH:8]([CH2:9][c:10]1[cH:11][cH:12][cH:13][cH:14][cH:15]1)[CH:16]([OH:17])[CH2:18][N:25]1[CH:24]([C:23]([NH:22][CH2:20][CH3:21])=[O:29])[CH2:28][CH2:27][CH2:26]1)=[O:19].